This data is from the Open Reaction Database (ORD), a public repository of structured organic reaction records. The task is: describe an organic reaction: reactants, conditions, products, and yield Starting materials: C1(=CC=CC=C1)SC (Thioanisole), FC(C(=O)O)(F)F (trifluoroacetic acid), C(C1=CC=CC=C1)OC1=C(C(=O)NC2=C(C(=O)OC(C)(C)C)C=CC(=C2)C=2SC=CC2)C=C(C=C1)N1CCOCC1 (tert-butyl 2-(2-(benzyloxy)-5-(morpholin-4-yl)benzamido)-4-(thiophen-2-yl)benzoate). Reaction conditions: time 24 hour. Product: OC1=C(C(=O)NC2=C(C(=O)O)C=CC(=C2)C=2SC=CC2)C=C(C=C1)N1CCOCC1 (2-(2-hydroxy-5-(morpholin-4-yl)benzamido)-4-(thiophen-2-yl)benzoic acid). The yield is 77.8%. Reaction SMILES: C1(SC)C=CC=CC=1.FC(F)(F)C(O)=O.C([O:23][C:24]1[CH:50]=[CH:49][C:48]([N:51]2[CH2:56][CH2:55][O:54][CH2:53][CH2:52]2)=[CH:47][C:25]=1[C:26]([NH:28][C:29]1[CH:41]=[C:40]([C:42]2[S:43][CH:44]=[CH:45][CH:46]=2)[CH:39]=[CH:38][C:30]=1[C:31]([O:33]C(C)(C)C)=[O:32])=[O:27])C1C=CC=CC=1>>[OH:23][C:24]1[CH:50]=[CH:49][C:48]([N:51]2[CH2:52][CH2:53][O:54][CH2:55][CH2:56]2)=[CH:47][C:25]=1[C:26]([NH:28][C:29]1[CH:41]=[C:40]([C:42]2[S:43][CH:44]=[CH:45][CH:46]=2)[CH:39]=[CH:38][C:30]=1[C:31]([OH:33])=[O:32])=[O:27]. Procedure details: Thioanisole (2.0 mL) and trifluoroacetic acid (6.8 mL) were added to the obtained tert-butyl 2-(2-(benzyloxy)-5-(morpholin-4-yl)benzamido)-4-(thiophen-2-yl)benzoate (0.19 g), followed by stirring at room temperature for 24 hours. The solvent was evaporated under reduced pressure, and ethyl acetate was added to the residue. The solid substance was collected by filtration, and water and 2-propanol were added to the obtained solid substance. After adjusting the pH to 6.0 with a saturated aqueous so... Reactants: CCOc1cc(NC(=O)OC(C)(C)C)c(NC(=O)CC(=O)c2cccc(-c3cccnc3)c2)cc1C(F)(F)F, ClCCl, O=C(O)C(F)(F)F. Yields the product CCOc1cc2c(cc1C(F)(F)F)NC(=O)CC(c1cccc(-c3cccnc3)c1)=N2. Reaction SMILES: [C:1]([O:2][C:3](=[O:4])[NH:7][c:8]1[c:9]([NH:21][C:22]([CH2:23][C:24](=[O:5])[c:25]2[cH:26][c:27](-[c:31]3[cH:32][n:33][cH:34][cH:35][cH:36]3)[cH:28][cH:29][cH:30]2)=[O:38])[cH:10][c:11]([C:17]([F:18])([F:19])[F:20])[c:12]([O:14][CH2:15][CH3:16])[cH:13]1)([CH3:6])([CH3:37])[CH3:39].[Cl:47][CH2:48][Cl:49].[F:40][C:41]([F:42])([F:43])[C:44]([OH:45])=[O:46]>>[N:7]1=[C:24]([c:25]2[cH:26][c:27](-[c:31]3[cH:32][n:33][cH:34][cH:35][cH:36]3)[cH:28][cH:29][cH:30]2)[CH2:23][C:22](=[O:38])[NH:21][c:9]2[c:8]1[cH:13][c:12]([O:14][CH2:15][CH3:16])[c:11]([C:17]([F:18])([F:19])[F:20])[cH:10]2. Starting materials: C(C)OC(=O)C1=NC(=CC=C1)Br (6-bromo-pyridine-2-carboxylic acid ethyl ester), C(C)(C)[Si](S)(C(C)C)C(C)C (triisopropylsilane-thiol). Reaction SMILES: [CH2:1]([O:3][C:4]([C:6]1[CH:11]=[CH:10][CH:9]=[C:8](Br)[N:7]=1)=[O:5])[CH3:2].[CH:13]([Si:16]([CH:21]([CH3:23])[CH3:22])([CH:18]([CH3:20])[CH3:19])[SH:17])([CH3:15])[CH3:14]>>[CH2:1]([O:3][C:4]([C:6]1[CH:11]=[CH:10][CH:9]=[C:8]([S:17][Si:16]([CH:18]([CH3:20])[CH3:19])([CH:21]([CH3:23])[CH3:22])[CH:13]([CH3:14])[CH3:15])[N:7]=1)=[O:5])[CH3:2]. The product is C(C)OC(=O)C1=NC(=CC=C1)S[Si](C(C)C)(C(C)C)C(C)C (6-Triisopropylsilanylsulfanyl-pyridine-2-carboxylic acid ethyl ester). Procedure details: Prepared according to the procedure described in Example 6, Step 1, using the following starting materials: 6-bromo-pyridine-2-carboxylic acid ethyl ester and triisopropylsilane-thiol. Starting materials: C(C)N(CC)C[C@H]1N(CCOC1)C(=O)OC(C)(C)C ((R)-tert-butyl 3-((diethylamino)methyl)morpholine-4-carboxylate), C(C)N(CC)C[C@H]1N(CCOC1)C(=O)OC(C)(C)C ((R)-tert-butyl 3-((diethylamino)methyl)morpholine-4-carboxylate), C(=O)(C(F)(F)F)O.C(Cl)Cl (TFA DCM). Run at time 1 hour. The product is Cl.C(C)N(CC)C[C@H]1NCCOC1 ((R)—N-ethyl-N-(morpholin-3-ylmethyl)ethanamine hydrochloride salt). Yield: 58.0%. As a reaction SMILES: [CH2:1]([N:3]([CH2:6][C@@H:7]1[CH2:12][O:11][CH2:10][CH2:9][N:8]1C(OC(C)(C)C)=O)[CH2:4][CH3:5])[CH3:2].C(O)(C(F)(F)F)=O.C(Cl)[Cl:28]>>[ClH:28].[CH2:1]([N:3]([CH2:6][C@@H:7]1[CH2:12][O:11][CH2:10][CH2:9][NH:8]1)[CH2:4][CH3:5])[CH3:2] |f:1.2,3.4|. Procedure: (R)-tert-butyl 3-((diethylamino)methyl)morpholine-4-carboxylate (INTERMEDIATE 90, STEP 1) was dissolved with TFA/DCM, (6 ml, 1:1 v/v) and the resulting mixture was stirred for 1 h at room temperature. The volatiles were removed under reduced pressure and the concentrate was treated with 4N HCl in dioxane (3 ml), stirred for 10 minutes and the volatiles were removed under reduced pressure. The resulting semi solid was triturated with diethyl ether (2×30 ml) and dried to give the title product (14... Reaction SMILES: OC(C(F)(F)F)=O.OC(C(F)(F)F)=O.[CH3:15][NH:16][C:17]1[N:22]=[C:21]([C:23]2[C:24]([O:29][C:30]3[CH:35]=[CH:34][C:33]([NH:36][C:37]([NH2:39])=[NH:38])=[CH:32][CH:31]=3)=[N:25][CH:26]=[CH:27][CH:28]=2)[CH:20]=[CH:19][N:18]=1.C(=O)([O-])[O-].[K+].[K+].Br[CH:47]([CH3:56])[C:48]([C:50]1[CH:55]=[CH:54][CH:53]=[CH:52][CH:51]=1)=O.CO.O>CS(C)=O>[CH3:15][NH:16][C:17]1[N:22]=[C:21]([C:23]2[C:24]([O:29][C:30]3[CH:35]=[CH:34][C:33]([NH:36][C:37]4[NH:39][C:47]([CH3:56])=[C:48]([C:50]5[CH:55]=[CH:54][CH:53]=[CH:52][CH:51]=5)[N:38]=4)=[CH:32][CH:31]=3)=[N:25][CH:26]=[CH:27][CH:28]=2)[CH:20]=[CH:19][N:18]=1 |f:0.1.2,3.4.5,7.8|. The reactants are CO.O (MeOH water), OC(=O)C(F)(F)F.OC(=O)C(F)(F)F.CNC1=NC=CC(=N1)C=1C(=NC=CC1)OC1=CC=C(C=C1)NC(=N)N (1-(4-(3-(2-(methylamino)pyrimidin-4-yl)pyridin-2-yloxy)phenyl)guanidine bis-TFA salt), C([O-])([O-])=O.[K+].[K+] (potassium carbonate), BrC(C(=O)C1=CC=CC=C1)C (2-bromo-1-phenylpropan-1-one). Procedure: To a mixture of 1-(4-(3-(2-(methylamino)pyrimidin-4-yl)pyridin-2-yloxy)phenyl)guanidine bis-TFA salt (0.200 g, 0.35 mmol) and potassium carbonate (0.20 g, 1.4 mmol) in 1 mL DMSO was added 2-bromo-1-phenylpropan-1-one (0.054 ml, 0.35 mmol). The reaction was allowed to stir at ambient temperature for 30 min, then 70° C. After 16 h, the reaction was quenched by addition of water and was extracted with EtOAc. The organic layer was dried over anhyd. Sodium sulfate, filtered, and concentrated in vacuo... Yields the product CNC1=NC=CC(=N1)C=1C(=NC=CC1)OC1=CC=C(C=C1)NC=1NC(=C(N1)C1=CC=CC=C1)C (N-methyl-4-(2-(4-(5-methyl-4-phenyl-1H-imidazol-2-ylamino)phenoxy)pyridin-3-yl)pyrimidin-2-amine). Solvent: CS(=O)C (DMSO). Conditions: time 30 minute. The reactants are S(O)(O)(=O)=O (sulfuric acid), NC1=C(C=C(C=C1OC)C1(C(NC(NC1=O)=O)=O)O)OC (5-(4-amino-3,5-dimethoxyphenyl)-5-hydroxybarbituric acid), ice. The solvent is O (water). The product is NC1=C(C=C(C=O)C=C1OC)OC (4-amino-3,5-dimethoxybenzaldehyde). As a reaction SMILES: S(=O)(=O)(O)O.[NH2:6][C:7]1[C:12]([O:13][CH3:14])=[CH:11][C:10]([C:15]2([OH:24])C(=O)NC(=O)NC2=O)=[CH:9][C:8]=1[O:25][CH3:26]>O>[NH2:6][C:7]1[C:8]([O:25][CH3:26])=[CH:9][C:10]([CH:15]=[O:24])=[CH:11][C:12]=1[O:13][CH3:14]. Procedure details: 28 ml of sulfuric acid (d=1.8; 0.45 mol) were heated to 120° while stirring and treated in one portion with 11.25 g of 5-(4-amino-3,5-dimethoxyphenyl)-5-hydroxybarbituric acid (0.038 mol). The mixture was stirred until evolution of gas was no longer observed (about 15-20 minutes) and then poured into a mixture of 140 g of ice and 140 g of water while stirring. Resinous polymerization products were separated by a filtration over a pad of 15 g of celite. While stirring and cooling, the filtrate wa... Solvent: C(C)(=O)O (acetic acid). Reaction SMILES: [C:1]([C:3]1[C:12]([N+:13]([O-])=O)=[CH:11][C:6]([C:7]([O:9][CH3:10])=[O:8])=[C:5]([CH3:16])[CH:4]=1)#[N:2]>C(O)(=O)C.[Fe]>[NH2:13][C:12]1[C:3]([C:1]#[N:2])=[CH:4][C:5]([CH3:16])=[C:6]([CH:11]=1)[C:7]([O:9][CH3:10])=[O:8]. Procedure details: To a solution of methyl 4-cyano-2-methyl-5-nitrobenzoate (14.8 g, 0.0672 mol) in acetic acid (250 mL) was added iron powder (22.5 g, 0.40 mol). The reaction mixture was heated to 45° C. and stirred for 1 h, at which time it was cooled to room temperature. The reaction mixture was filtered through a bed of celite, and the filter cake rinsed with ethyl acetate. The volume of the filtrate was reduced by half and then partitioned between water and ethyl acetate. The organic layer was washed with 10%... The reagents and catalysts are [Fe] (iron). Product: NC=1C(=CC(=C(C(=O)OC)C1)C)C#N (methyl 5-amino-4-cyano-2-methylbenzoate). Isolated yield 91.5%. Starting materials: C(#N)C1=CC(=C(C(=O)OC)C=C1[N+](=O)[O-])C (methyl 4-cyano-2-methyl-5-nitrobenzoate). Run at temperature 45 celsius, time 1 hour. Reactants: CC1=C2C(=NC(=NC2=CC=C1C)O)N(C(=O)OCC)N (ethyl 5,6-dimethyl-2-hydroxy-quinazolin-4-yl-carbazate), ice water, CN(C=O)C (dimethylformamide). The product is CC1=C(C=2C=3N(C(NC2C=C1)=O)C(NN3)=O)C (9,10-Dimethyl-2,3,5,6-tetrahydro-1,2,4-triazolo[4,3-c]quinazoline-3,5-dione). Reaction SMILES: [CH3:1][C:2]1[C:11]([CH3:12])=[CH:10][CH:9]=[C:8]2[C:3]=1[C:4]([N:14]([NH2:20])C(OCC)=O)=[N:5][C:6]([OH:13])=[N:7]2.CN(C)[CH:23]=[O:24]>>[CH3:12][C:11]1[CH:10]=[CH:9][C:8]2[NH:7][C:6](=[O:13])[N:5]3[C:23](=[O:24])[NH:20][N:14]=[C:4]3[C:3]=2[C:2]=1[CH3:1]. Reported procedure: 0.67 g (0.0020 mol) of ethyl 5,6-dimethyl-2-hydroxy-quinazolin-4-yl-carbazate in 38 ml of dimethylformamide was boiled under reflux for 2 hrs. The reaction mixture was cooled to room temperature and then poured on to ice-water. The precipitate was filtered off and dried in a vacuum. There were obtained white crystals which were recrystallized from methanol/dimethylformamide. Yield: 0.41 g (74%) of 9,10-dimethyl-2,3,5,6-tetrahydro-1,2,4-triazolo[4,3-c]quinazoline-3,5-dione as yellowish crystals; ...